The task is: describe an organic reaction: reactants, conditions, products, and yield. This data is from the Open Reaction Database (ORD), a public repository of structured organic reaction records. Starting materials: C(C)(=O)C1=CC(=C(C(=O)OC)C=C1)F (methyl 4-acetyl-2-fluorobenzoate), Br (hydrogen bromide), CS(=O)C (dimethyl sulfoxide), ice water. Run at temperature 60 celsius, time 8 hour. Yields the product FC1=C(C(=O)OC)C=CC(=C1)C(C=O)=O (methyl 2-fluoro-4-(oxoacetyl)benzoate). RXN SMILES: [C:1]([C:4]1[CH:13]=[CH:12][C:7]([C:8]([O:10][CH3:11])=[O:9])=[C:6]([F:14])[CH:5]=1)(=[O:3])[CH3:2].Br.CS(C)=[O:18]>>[F:14][C:6]1[CH:5]=[C:4]([C:1](=[O:3])[CH:2]=[O:18])[CH:13]=[CH:12][C:7]=1[C:8]([O:10][CH3:11])=[O:9]. Reported procedure: A mixture of methyl 4-acetyl-2-fluorobenzoate (1.6 g, 0.0082 mol), 48% of hydrogen bromide aqueous solution (2.8 mL) in dimethyl sulfoxide (20 mL) was stirred at 60° C. overnight. After cooling, the mixture was poured into ice-water. The product was extracted with ethyl ether. The combined extracts were washed with brine; dried over Na2SO4, filtered concentrated to yield 1.60 g of the product which was directly used in the next step without further purification. The reactants are FC1=CC=C(C=O)C=C1 (4-fluorobenzaldehyde), C(=O)N (formamide), C1(=CC=C(C=C1)S(=O)O)C (p-toluenesulfinic acid), Cl[Si](C)(C)C (chlorotrimethylsilane). The solvent is C(C)#N (acetonitrile), C1(=CC=CC=C1)C (toluene), O (water), COC(C)(C)C (t-butyl methyl ether), CO (Methanol). Conditions: temperature 50 celsius, time 30 minute. Yields the product C1(=CC=C(C=C1)S(=O)(=O)C(C1=CC=C(C=C1)F)NC=O)C (α-(p-Toluenesulfonyl)-4-fluorobenzylformamide). Isolated yield 89.8%. Reaction SMILES: [F:1][C:2]1[CH:9]=[CH:8][C:5]([CH:6]=O)=[CH:4][CH:3]=1.[CH:10]([NH2:12])=[O:11].Cl[Si](C)(C)C.[C:18]1([CH3:27])[CH:23]=[CH:22][C:21]([S:24]([OH:26])=[O:25])=[CH:20][CH:19]=1>C(#N)C.C1(C)C=CC=CC=1.O.COC(C)(C)C.CO>[C:18]1([CH3:27])[CH:23]=[CH:22][C:21]([S:24]([CH:6]([NH:12][CH:10]=[O:11])[C:5]2[CH:8]=[CH:9][C:2]([F:1])=[CH:3][CH:4]=2)(=[O:26])=[O:25])=[CH:20][CH:19]=1. Procedure details: To a stirred solution of 4-fluorobenzaldehyde (124 g, 979 mmoles) in acetonitrile (620 mL, 5 volumes) and toluene (620 mL, 5 volumes) was added formamide (110 g, 2.45 moles, 2.5 equiv.) followed by chlorotrimethylsilane (119 g, 1.07 moles, 1.1 equiv.). The reaction was heated at 50° C. under nitrogen for 5 hours. To the resulting white slurry was added p-toluenesulfinic acid (230 g, 1.47 moles, 1.5 equiv.) and the reaction was heated at 50° C. for an additional 5 hours then cooled to ambient tem... Yields the product C1(=CC=CC=C1)S(=O)(=O)NCCCCCCC(=O)O (7-(benzenesulphonamido)heptanoic acid). Conditions: time 3 hour. Solvent: [OH-].[Na+] (sodium hydroxide). Procedure: Benzenesulphonyl chloride (7 mmol) was added to a solution of 7-aminoheptanoic acid (7 mmol) in 10% sodium hydroxide solution (10 ml). The mixture was stirred at room temperature for 3 hours. The pH was adjusted to 1 with 2NHCl and the solution was extracted with chloroform (3×100 ml). The chloroform extracts were dried over magnesium sulphate, the solvent was removed and the residue was recrystallised from methanol-water to give 7-(benzenesulphonamido)heptanoic acid (0.75 g, 38%); m.p. 75°-77° ... Reaction SMILES: [C:1]1([S:7](Cl)(=[O:9])=[O:8])[CH:6]=[CH:5][CH:4]=[CH:3][CH:2]=1.[NH2:11][CH2:12][CH2:13][CH2:14][CH2:15][CH2:16][CH2:17][C:18]([OH:20])=[O:19]>[OH-].[Na+]>[C:1]1([S:7]([NH:11][CH2:12][CH2:13][CH2:14][CH2:15][CH2:16][CH2:17][C:18]([OH:20])=[O:19])(=[O:9])=[O:8])[CH:6]=[CH:5][CH:4]=[CH:3][CH:2]=1 |f:2.3|. Isolated yield 37.5%. The reactants are C1(=CC=CC=C1)S(=O)(=O)Cl (Benzenesulphonyl chloride), NCCCCCCC(=O)O (7-aminoheptanoic acid). Starting materials: C=O (formaldehyde), [Mn](=O)(=O)(=O)[O-].[K+] (potassium permanganate), C(C)(C)N1C(NC(C2=CC=C(C=C12)C)C1=CC(=CC=C1)OC)=O (3,4-dihydro-1-isopropyl-4-(3-methoxyphenyl)-7-methyl-2(1H)-quinazolinone). Solvent: O (water), O (water), petroleum ether, O1CCOCC1 (p-dioxane), C1=CC=CC=C1 (benzene). Product: C(C)(C)N1C(N=C(C2=CC=C(C=C12)C)C1=CC(=CC=C1)OC)=O (1-isopropyl-4-(3-methoxyphenyl)-7-methyl-2(1H)-quinazolinone). Reaction SMILES: [CH:1]([N:4]1[C:13]2[C:8](=[CH:9][CH:10]=[C:11]([CH3:14])[CH:12]=2)[CH:7]([C:15]2[CH:20]=[CH:19][CH:18]=[C:17]([O:21][CH3:22])[CH:16]=2)[NH:6][C:5]1=[O:23])([CH3:3])[CH3:2].[Mn]([O-])(=O)(=O)=O.[K+].C=O>O1CCOCC1.O.C1C=CC=CC=1>[CH:1]([N:4]1[C:13]2[C:8](=[CH:9][CH:10]=[C:11]([CH3:14])[CH:12]=2)[C:7]([C:15]2[CH:20]=[CH:19][CH:18]=[C:17]([O:21][CH3:22])[CH:16]=2)=[N:6][C:5]1=[O:23])([CH3:2])[CH3:3] |f:1.2|. Procedure details: 1.555 g of 3,4-dihydro-1-isopropyl-4-(3-methoxyphenyl)-7-methyl-2(1H)-quinazolinone in 40 ml of p-dioxane is charged to a vessel having a dropping funnel, agitation means and thermometer. The charged vessel is cooled in a water bath (running water at 14°); a solution of 0.88 g of potassium permanganate in 20 ml of water is placed in the dropping funnel, which is then added dropwise to the vessel with stirring during which temperatures range from 15° to 18° C). The reaction mixture is then allowe... Reactants: Cl.N1CCC(CC1)N1N=CC(=N1)COC=1C=CC(=NC1)N1N=NN=C1 (5-((2-(piperidin-4-yl)-2H-1,2,3-triazol-4-yl)methoxy)-2-(1H-tetrazol-1-yl)pyridine hydrochloride), C(CCC)S(=O)(=O)Cl (1-butanesulfonyl chloride). The product is C(CCC)S(=O)(=O)N1CCC(CC1)N1N=CC(=N1)COC=1C=CC(=NC1)N1N=NN=C1 (5-((2-(1-(Butylsulfonyl)piperidin-4-yl)-2H-1,2,3-triazol-4-yl)methoxy)-2-(1H-tetrazol-1-yl)pyridine). Reaction SMILES: Cl.[NH:2]1[CH2:7][CH2:6][CH:5]([N:8]2[N:12]=[C:11]([CH2:13][O:14][C:15]3[CH:16]=[CH:17][C:18]([N:21]4[CH:25]=[N:24][N:23]=[N:22]4)=[N:19][CH:20]=3)[CH:10]=[N:9]2)[CH2:4][CH2:3]1.[CH2:26]([S:30](Cl)(=[O:32])=[O:31])[CH2:27][CH2:28][CH3:29]>>[CH2:26]([S:30]([N:2]1[CH2:3][CH2:4][CH:5]([N:8]2[N:12]=[C:11]([CH2:13][O:14][C:15]3[CH:16]=[CH:17][C:18]([N:21]4[CH:25]=[N:24][N:23]=[N:22]4)=[N:19][CH:20]=3)[CH:10]=[N:9]2)[CH2:6][CH2:7]1)(=[O:32])=[O:31])[CH2:27][CH2:28][CH3:29] |f:0.1|. Procedure: The title compound was synthesized using Intermediate 15 and 1-butanesulfonyl chloride in a similar manner as described in Example 39. 1H NMR (DMSO-d6): δ 10.08 (1H, s), 8.41 (1H, d), 8.00 (1H, d), 7.96 (1H, s), 7.86 (1H, dd), 5.36 (2H, s), 4.71 (1H, m), 3.63 (2H, m), 3.01 (4H, m), 2.2 (2H, m), 1.99 (2H, m), 1.64 (2H, m), 1.39 (2H, m), 0.89 (3H, t).